This data is from the Open Reaction Database (ORD), a public repository of structured organic reaction records. The task is: describe an organic reaction: reactants, conditions, products, and yield The reactants are O=C([O-])[O-], COc1cc2c(Cl)ncnc2cc1OCCCN1CCCC1, [K+], [K+], CN(C)C=O, Cc1ccc2ccc(O)cc2n1. Yields the product COc1cc2c(Oc3ccc4ccc(C)nc4c3)ncnc2cc1OCCCN1CCCC1. Reaction SMILES: [C:35](=[O:36])([O-:37])[O-:38].[Cl:1][c:2]1[n:3][cH:4][n:5][c:6]2[cH:7][c:8]([O:14][CH2:15][CH2:16][CH2:17][N:18]3[CH2:19][CH2:20][CH2:21][CH2:22]3)[c:9]([O:12][CH3:13])[cH:10][c:11]12.[K+:39].[K+:40].[O:41]=[CH:42][N:43]([CH3:44])[CH3:45].[OH:23][c:24]1[cH:25][cH:26][c:27]2[cH:28][cH:29][c:30]([CH3:34])[n:31][c:32]2[cH:33]1>>[c:2]1([O:23][c:24]2[cH:25][cH:26][c:27]3[cH:28][cH:29][c:30]([CH3:34])[n:31][c:32]3[cH:33]2)[n:3][cH:4][n:5][c:6]2[cH:7][c:8]([O:14][CH2:15][CH2:16][CH2:17][N:18]3[CH2:19][CH2:20][CH2:21][CH2:22]3)[c:9]([O:12][CH3:13])[cH:10][c:11]12.